Dataset: the Open Reaction Database (ORD), a public repository of structured organic reaction records. Task: describe an organic reaction: reactants, conditions, products, and yield The reactants are CSC (Dimethylsulfide), O (water), C(CCC)OCCOC1=CC=C(C=C1)C=1C=CC2=C(C=C(CCN2CC(C)C)C(=O)NC2=CC=C(C=C2)SCC2=CN=CN2CC)C1 (7-[4-(2-butoxyethoxy)phenyl]-N-[4-[[[1-ethylimidazol-5-yl]methyl]sulfanyl]phenyl]-1-isobutyl-2,3-dihydro-1-benzazepine-4-carboxamide), solution, ClC1=CC(=CC=C1)C(=O)OO (3-chloroperbenzoic acid). The solvent is ClCCl (dichloromethane), ClCCl (dichloromethane). Reaction conditions: time 30 minute. Product: C(CCC)OCCOC1=CC=C(C=C1)C=1C=CC2=C(C=C(CCN2CC(C)C)C(=O)NC2=CC=C(C=C2)S(=O)CC2=CN=CN2CC)C1 (7-[4-(2-butoxyethoxy)phenyl]-N-[4-[[[1-ethylimidazol-5-yl]methyl]sulfinyl]phenyl]-1-isobutyl-2,3-dihydro-1-benzazepine-4-carboxamide). Isolated yield 56.0%. As a reaction SMILES: [CH2:1]([O:5][CH2:6][CH2:7][O:8][C:9]1[CH:14]=[CH:13][C:12]([C:15]2[CH:16]=[CH:17][C:18]3[N:24]([CH2:25][CH:26]([CH3:28])[CH3:27])[CH2:23][CH2:22][C:21]([C:29]([NH:31][C:32]4[CH:37]=[CH:36][C:35]([S:38][CH2:39][C:40]5[N:44]([CH2:45][CH3:46])[CH:43]=[N:42][CH:41]=5)=[CH:34][CH:33]=4)=[O:30])=[CH:20][C:19]=3[CH:47]=2)=[CH:11][CH:10]=1)[CH2:2][CH2:3][CH3:4].ClC1C=CC=C(C(OO)=[O:56])C=1.CSC.O>ClCCl>[CH2:1]([O:5][CH2:6][CH2:7][O:8][C:9]1[CH:10]=[CH:11][C:12]([C:15]2[CH:16]=[CH:17][C:18]3[N:24]([CH2:25][CH:26]([CH3:27])[CH3:28])[CH2:23][CH2:22][C:21]([C:29]([NH:31][C:32]4[CH:33]=[CH:34][C:35]([S:38]([CH2:39][C:40]5[N:44]([CH2:45][CH3:46])[CH:43]=[N:42][CH:41]=5)=[O:56])=[CH:36][CH:37]=4)=[O:30])=[CH:20][C:19]=3[CH:47]=2)=[CH:13][CH:14]=1)[CH2:2][CH2:3][CH3:4]. Procedure details: To a solution of 7-[4-(2-butoxyethoxy)phenyl]-N-[4-[[[1-ethylimidazol-5-yl]methyl]sulfanyl]phenyl]-1-isobutyl-2,3-dihydro-1-benzazepine-4-carboxamide (900 mg) in dichloromethane (15 ml) was added dropwise 70% solution of 3-chloroperbenzoic acid (365 mg) in dichloromethane (15 ml) at −78° C. Dimethylsulfide (0.1 ml) was added to the mixture, and the mixture was allowed to be at room temperature and stirred for 30 minutes. To the mixture was added water and the mixture was extracted with ethyl ace...